This data is from the Open Reaction Database (ORD), a public repository of structured organic reaction records. The task is: describe an organic reaction: reactants, conditions, products, and yield Reaction SMILES: C[O:2][C:3](=O)[C:4]1[CH:9]=[CH:8][CH:7]=[CH:6][C:5]=1[CH2:10][C:11]#[N:12].[Li+].[BH4-]>C1COCC1>[OH:2][CH2:3][C:4]1[CH:9]=[CH:8][CH:7]=[CH:6][C:5]=1[CH2:10][C:11]#[N:12] |f:1.2|. The reactants are COC(C1=C(C=CC=C1)CC#N)=O (2-cyanomethylbenzoic acid methyl ester), [Li+].[BH4-] (LiBH4). Reaction conditions: time 3 hour. Procedure details: To a solution of 2-cyanomethylbenzoic acid methyl ester (1.75 g, 10 mmol) in THF (15 mL) is added LiBH4 (660 mg, 30 mmol) and the mixture is stirred at RT for 3 h. The mixture is quenched with MeOH then water is added. The mixture is extracted with EtOAc and the organic phase is washed with 1N HCl and brine then is dried over magnesium sulfate. The solvent is removed under reduced pressure to give the title compound which is used directly in the next step. Solvent: C1CCOC1 (THF). Product: OCC1=C(C=CC=C1)CC#N ((2-Hydroxymethylphenyl)-acetonitrile). Starting materials: CC1=CC(=CC(=C1O)C)C(=O)C (3,5-dimethyl-4-hydroxyacetophenone), N1C=NC=C1 (imidazole), [Si](C)(C)(C(C)(C)C)Cl (tert-butyldimethylsilylchloride), O (Water). The solvent is CN(C)C=O (DMF). Conditions: time 15 hour. Yields the product C(C)(=O)C1=CC=CC=C1 (acetophenone). As a reaction SMILES: C[C:2]1[C:7](O)=[C:6](C)[CH:5]=[C:4]([C:10]([CH3:12])=[O:11])[CH:3]=1.N1C=CN=C1.[Si](Cl)(C(C)(C)C)(C)C.O>CN(C=O)C>[C:10]([C:4]1[CH:5]=[CH:6][CH:7]=[CH:2][CH:3]=1)(=[O:11])[CH3:12]. Procedure: Ethyl 2-chloronicotinate (11.14 g, 60 mmol) was dissolved in anhydrous methanol (60 mL). Sodium methoxide (18 mL, 25 wt % in methanol) was added slowly at room temperature under nitrogen. The reaction mixture was stirred under reflux for 15 hours. Methanol was removed under vacuum. The residue was dissolved in ethyl acetate (200 mL). The organic layer was washed with a saturated aqueous NH4Cl solution (1×100 mL) and brine (50 mL), and dried over anhydrous Na2SO4—Removal of solvent gave ethyl-2-m... The reactants are Cl.O1N=C(C2=C1C=CC=C2)N2CCN(CC2)CCCC(=O)C2=CC=C(C=C2)F (4-[4-(1,2-benzisoxazol-3-yl)-1-piperazinyl]-1-(4-fluorophenyl)-1-butanone hydrochloride), [BH4-].[Na+] (sodium borohydride), [OH-].[Na+] (sodium hydroxide). Solvent: C(C)O (ethanol). Product: O1N=C(C2=C1C=CC=C2)N2CCN(CC2)CCCC(O)C2=CC=C(C=C2)F (α-[3-[4-(1,2-benzisoxazol-3-yl)-1-piperazinyl]propyl]-4-fluorobenzenemethanol). RXN SMILES: Cl.[O:2]1[C:6]2[CH:7]=[CH:8][CH:9]=[CH:10][C:5]=2[C:4]([N:11]2[CH2:16][CH2:15][N:14]([CH2:17][CH2:18][CH2:19][C:20]([C:22]3[CH:27]=[CH:26][C:25]([F:28])=[CH:24][CH:23]=3)=[O:21])[CH2:13][CH2:12]2)=[N:3]1.[BH4-].[Na+].[OH-].[Na+]>C(O)C>[O:2]1[C:6]2[CH:7]=[CH:8][CH:9]=[CH:10][C:5]=2[C:4]([N:11]2[CH2:16][CH2:15][N:14]([CH2:17][CH2:18][CH2:19][CH:20]([C:22]3[CH:23]=[CH:24][C:25]([F:28])=[CH:26][CH:27]=3)[OH:21])[CH2:13][CH2:12]2)=[N:3]1 |f:0.1,2.3,4.5|. Procedure: Reduction of 4-[4-(1,2-benzisoxazol-3-yl)-1-piperazinyl]-1-(4-fluorophenyl)-1-butanone hydrochloride (2.0 g., 0.005 mole) with sodium borohydride (0.57 g., 0.015 mole) in 200 ml. of absolute ethanol is carried out according to the procedure of Example 13. Residual material remaining after concentration of the acidified mixture is basified with sodium hydroxide and extracted with chloroform. The combined extracts are dried over magnesium sulfate, concentrated in vacuo and triturated with ether to... The reactants are C(C)(C)(C)OC(=O)N1CCC(CC1)N (4-amino-piperidine-1-carboxylic acid tert-butyl ester), C12C(C3CC(CC(C1)C3)C2)=O (adamantan-2-one), [BH4-].[Na+] (NaBH4). Reagents/catalysts: CC([O-])C.[Ti+4].CC([O-])C.CC([O-])C.CC([O-])C (Titanium isopropoxide). Run in CCO (EtOH). Conditions: time 8 hour. Yields the product C(C)(C)(C)OC(=O)N1CCC(CC1)NC1C2CC3CC(CC1C3)C2 (4-(adamantan-2-ylamino)-piperidine-1-carboxylic acid tert-butyl ester). Isolated yield 94.4%. RXN SMILES: [C:1]([O:5][C:6]([N:8]1[CH2:13][CH2:12][CH:11]([NH2:14])[CH2:10][CH2:9]1)=[O:7])([CH3:4])([CH3:3])[CH3:2].[CH:15]12[CH2:24][CH:19]3[CH2:20][CH:21]([CH2:23][CH:17]([CH2:18]3)[C:16]1=O)[CH2:22]2.[BH4-].[Na+]>CCO.CC(C)[O-].[Ti+4].CC(C)[O-].CC(C)[O-].CC(C)[O-]>[C:1]([O:5][C:6]([N:8]1[CH2:13][CH2:12][CH:11]([NH:14][CH:16]2[CH:17]3[CH2:23][CH:21]4[CH2:20][CH:19]([CH2:24][CH:15]2[CH2:22]4)[CH2:18]3)[CH2:10][CH2:9]1)=[O:7])([CH3:4])([CH3:2])[CH3:3] |f:2.3,5.6.7.8.9|. Reported procedure: Ammonium formate (300 mg, 4.8 mmol) was added to a stirred solution of 4-oxo-piperidine-1-carboxylic acid tert-butyl ester (250 mg, 1.2 mmol) in methanolic ammonia (2.5 mL) followed by 10% Pd/C (50 mg) and stirring was continued at room temperature overnight. The above mixture was filtered through celite, filtrate was collected, and concentrated under reduced pressure to furnish a crude residue. The residue was treated with 2N aqueous NaOH solution, extracted with EtOAc, dried over Na2SO4 and co... The reactants are O (water), FC1=C(C=C(C(=O)O)C=C1)O (4-fluoro-3-hydroxybenzoic acid), FC1=C(CBr)C(=CC=C1F)OC (2,3-difluoro-6-methoxybenzyl bromide), C([O-])([O-])=O.[K+].[K+] (potassium carbonate). Solvent: CN(C=O)C (N,N-dimethylformamide). Conditions: time 8 hour. Yields the product FC1=C(C=C(C(=O)O)C=C1)OCC1=C(C(=CC=C1OC)F)F (4-fluoro-3-(2,3-difluoro-6-methoxybenzyloxy)benzoic acid). Isolated yield 81.6%. Reaction SMILES: [F:1][C:2]1[CH:10]=[CH:9][C:5]([C:6]([OH:8])=[O:7])=[CH:4][C:3]=1[OH:11].[F:12][C:13]1[C:20]([F:21])=[CH:19][CH:18]=[C:17]([O:22][CH3:23])[C:14]=1[CH2:15]Br.C(=O)([O-])[O-].[K+].[K+].O>CN(C)C=O>[F:1][C:2]1[CH:10]=[CH:9][C:5]([C:6]([OH:8])=[O:7])=[CH:4][C:3]=1[O:11][CH2:15][C:14]1[C:17]([O:22][CH3:23])=[CH:18][CH:19]=[C:20]([F:21])[C:13]=1[F:12] |f:2.3.4|. Procedure details: A suspension of 4-fluoro-3-hydroxybenzoic acid (0.19 g), 2,3-difluoro-6-methoxybenzyl bromide (0.6 g) and potassium carbonate (0.5 g) in N,N-dimethylformamide (3 mL) was stirred at room temperature for 8 hours. The reaction mixture was poured into water, and the resulting mixture was extracted with diethyl ether. The extract was washed with water and brine successively, and dried over anhydrous sodium sulfate. The solvent was removed under reduced pressure, and the residue was dissolved in tetra... Reactants: NC1=NC=C(C(=N1)NC1CCC(CC1)=O)OC1=CC=C(C=C1)Cl (2-amino-5-(4-chlorophenoxy)-4-(4-oxocyclohexylamino)pyrimidine), C(C)(=O)OC(C)=O (Acetic anhydride), N1=CC=CC=C1 (pyridine), Cl (hydrochloride), NC1=NC=C(C(=N1)N[C@@H]1CC[C@H](CC1)O)OC1=CC=C(C=C1)Cl (2-amino-5-(4-chlorophenoxy)-4-(trans-4-hydroxycyclohexylamino)pyrimidine). The reagents and catalysts are [O-2].[Cr+4].[O-2] (chromium(IV) oxide). The solvent is ClCCl (dichloromethane), ClCCl (dichloromethane), C(C)(=O)OCC (ethyl acetate). Reaction conditions: time 20 minute. Product: Cl.NC1=NC=C(C(=N1)NC1CCC(CC1)=O)OC1=CC=C(C=C1)Cl (2-amino-5-(4-chlorophenoxy)-4-(4-oxocyclohexylamino)pyrimidine hydrochloride). The yield is 41.0%. Reaction SMILES: C(OC(=O)C)(=O)C.N1C=CC=CC=1.NC1N=C(N[C@H]2CC[C@H](O)CC2)C(OC2C=CC([Cl:36])=CC=2)=CN=1.[NH2:37][C:38]1[N:43]=[C:42]([NH:44][CH:45]2[CH2:50][CH2:49][C:48](=[O:51])[CH2:47][CH2:46]2)[C:41]([O:52][C:53]2[CH:58]=[CH:57][C:56]([Cl:59])=[CH:55][CH:54]=2)=[CH:40][N:39]=1.Cl>ClCCl.[O-2].[Cr+4].[O-2].C(OCC)(=O)C>[ClH:36].[NH2:37][C:38]1[N:43]=[C:42]([NH:44][CH:45]2[CH2:50][CH2:49][C:48](=[O:51])[CH2:47][CH2:46]2)[C:41]([O:52][C:53]2[CH:54]=[CH:55][C:56]([Cl:59])=[CH:57][CH:58]=2)=[CH:40][N:39]=1 |f:6.7.8,10.11|. Procedure details: Acetic anhydride (0.61 g, 5.8 mmoles) and pyridine (0.96 g, 11.9 mmoles) were added to an ice-bath cooled suspension of chromium(IV) oxide (Aldrich) (0.61 g, 6.1 mmoles) in dichloromethane (11 mL). The mixture was stirred at ambient temperature for 20 minutes, and 2-amino-5-(4-chlorophenoxy)-4-(trans-4-hydroxycyclohexylamino)pyrimidine (0.65 g, 1.87 mmoles) was added, followed by dichloromethane (10 mL). The mixture was stirred for 1.25 hours and poured into cold ethyl acetate (200 mL), stirred ... Reactants: [N+](=O)([O-])C1=C(C=O)C=C(C(=C1)OC)OC (2-nitro-4,5-dimethoxybenzaldehyde), O (water), [BH4-].[Na+] (sodium borohydride). Solvent: C(C)O (ethanol), C(C)O (ethanol). Reaction conditions: temperature 40 celsius. The product is [N+](=O)([O-])C1=C(CO)C=C(C(=C1)OC)OC (2-nitro-4,5-dimethoxybenzyl alcohol). The yield is 56.5%. RXN SMILES: [N+:1]([C:4]1[CH:11]=[C:10]([O:12][CH3:13])[C:9]([O:14][CH3:15])=[CH:8][C:5]=1[CH:6]=[O:7])([O-:3])=[O:2].O.[BH4-].[Na+]>C(O)C>[N+:1]([C:4]1[CH:11]=[C:10]([O:12][CH3:13])[C:9]([O:14][CH3:15])=[CH:8][C:5]=1[CH2:6][OH:7])([O-:3])=[O:2] |f:2.3|. Procedure details: 1011 g of 2-nitro-4,5-dimethoxybenzaldehyde in 10 l of ethanol with 94.8 ml water added was stirred, and a solution of 57 g sodium borohydride in 2 l absolute ethanol was added over 1 hour. The mixture was heated to 40° C. for 2.5 hours, cooled to 5° C. and the mixture filtered. The solid was washed with 4 l of cold 2B alcohol (denatured ethanol) and 8 l cold water, and dried in a 50° C. vacuum oven to yield 570 g, 56.5% yield.